This data is from the Open Reaction Database (ORD), a public repository of structured organic reaction records. The task is: describe an organic reaction: reactants, conditions, products, and yield Reactants: COC1=CC=C(C=C1)SC([C@H](NC(=O)OC(C)(C)C)C(=O)O)C1=CC=CC=C1 (S-(4-methoxyphenyl)-N-(t-butoxycarbonyl)-3-phenylcysteine), amino acids, N,N-dicyclohexylcarbodiimide 1-hydroxybenzotriazole, C1(=CC=CC=C1)OC (anisole), peptide, Mba(SEt)-Arg(Tos)-Gly-Asp(O-Bzl)-Pcs(4-MBzl)-MBHA, peptide, amino acid. Solvent: Peptide. Conditions: time 36 hour. Yields the product C1(=CC=CC=C1)C([C@H](N)C(=O)O)S (3-phenylcysteine). RXN SMILES: COC1C=CC([S:9][CH:10]([C:23]2[CH:28]=[CH:27][CH:26]=[CH:25][CH:24]=2)[C@@H:11]([C:20]([OH:22])=[O:21])[NH:12]C(OC(C)(C)C)=O)=CC=1.C1(OC)C=CC=CC=1>>[C:23]1([CH:10]([SH:9])[C@@H:11]([C:20]([OH:22])=[O:21])[NH2:12])[CH:24]=[CH:25][CH:26]=[CH:27][CH:28]=1. Procedure: Diasteromeric 3-phenylcysteine is prepared according to the method described by Nagai et al., in Peptide Chemistry, edited by, M. Ueki, Proceedings of the 26th Symposium on Peptide Chemistry, Tokyo, Oct. 24-26, 1988, Protein Research Foundation, Minoh-shi, Osaka, pages 247-52. Using standard methods, this material is converted to S-(4-methoxyphenyl)-N-(t-butoxycarbonyl)-3-phenylcysteine. The protected peptide-resin intermediate, Mba(SEt)-Arg(Tos)-Gly-Asp(O-Bzl)-Pcs(4-MBzl)-MBHA, is synthesized b...